Dataset: the Open Reaction Database (ORD), a public repository of structured organic reaction records. Task: describe an organic reaction: reactants, conditions, products, and yield Starting materials: ClC1=CC=C(CC2N(CCC(C2)C(=O)O)C(=O)OC)C=C1 (2-(4-chlorobenzyl)-1-(methoxycarbonyl)piperidine-4-carboxylic acid), ClC1=CC=C(CC2N(CCC(C2)C(=O)O)C(=O)OC)C=C1 (2-(4-chlorobenzyl)-1-(methoxycarbonyl)piperidine-4-carboxylic acid), Cl.C(C)N=C=NCCCN(C)C (N1-((ethylimino)methylene)-N3,N3-dimethylpropane-1,3-diamine hydrochloride), CC1(OC(CC(O1)=O)=O)C (2,2-dimethyl-1,3-dioxane-4,6-dione), CCN(C(C)C)C(C)C (DIPEA). The reagents and catalysts are CN(C)C=1C=CN=CC1 (DMAP). Solvent: ClCCl (Dichloromethane). Reaction conditions: temperature 0 celsius, time 15 minute. Yields the product ClC1=CC=C(CC2N(CCC(C2)C(O)=C2C(OC(OC2=O)(C)C)=O)C(=O)OC)C=C1 (methyl 2-(4-chlorobenzyl)-4-((2,2-dimethyl-4,6-dioxo-1,3-dioxan-5-ylidene)(hydroxy)methyl)-piperidine-1-carboxylate). Yield: 116.7%. Reaction SMILES: [Cl:1][C:2]1[CH:21]=[CH:20][C:5]([CH2:6][CH:7]2[CH2:12][CH:11]([C:13]([OH:15])=O)[CH2:10][CH2:9][N:8]2[C:16]([O:18][CH3:19])=[O:17])=[CH:4][CH:3]=1.[CH3:22][C:23]1([CH3:31])[O:28][C:27](=[O:29])[CH2:26][C:25](=[O:30])[O:24]1.CCN(C(C)C)C(C)C.Cl.C(N=C=NCCCN(C)C)C>CN(C1C=CN=CC=1)C.ClCCl>[Cl:1][C:2]1[CH:3]=[CH:4][C:5]([CH2:6][CH:7]2[CH2:12][CH:11]([C:13](=[C:26]3[C:27](=[O:29])[O:28][C:23]([CH3:31])([CH3:22])[O:24][C:25]3=[O:30])[OH:15])[CH2:10][CH2:9][N:8]2[C:16]([O:18][CH3:19])=[O:17])=[CH:20][CH:21]=1 |f:3.4|. Reported procedure: Dichloromethane (200 mL) was added to 2-(4-chlorobenzyl)-1-(methoxycarbonyl)piperidine-4-carboxylic acid (4.27 g, 13.7 mmol) (reference compound 51). The mixture was cooled with an ice bath. DMAP (2.008 g, 16.44 mmol), 2,2-dimethyl-1,3-dioxane-4,6-dione (2.96 g, 20.54 mmol) and DIPEA (5.25 mL, 30.13 mmol) were added and then N1-((ethylimino)methylene)-N3,N3-dimethylpropane-1,3-diamine hydrochloride (5.25 g, 27.39 mmol) was added. The mixture was stirred at 0° C. for 15 min, then the mixture was ...